Task: describe an organic reaction: reactants, conditions, products, and yield. Dataset: the Open Reaction Database (ORD), a public repository of structured organic reaction records Reported procedure: To a solution of 158c (190 mg, 0.35 mmol) in dichloromethane (5 mL) and methanol (5 mL) was added NaBH4 (26.5 mg, 0.70 mmol). The reaction mixture was stirred at room temperature for 1 h and quenched with aqueous NH4Cl. It was then concentrated under reduced pressure and the residue was extracted with dichloromethane. The combined extract was washed with brine, dried over Na2SO4, filtered, and concentrated under reduced pressure. The residue was purified by reverse-phase prep-HPLC to afford 158 ... Conditions: time 1 hour. Starting materials: C(C)(C)(C)C=1C=C2C=NN(C(C2=C(C1)F)=O)C1=C(C=O)C(=CC=N1)C1=CN(C(C(=C1)NC1=NOC(=C1)CC)=O)C (2-(6-tert-Butyl-8-fluoro-1-oxophthalazin-2(1H)-yl)-4-(5-(5-ethylisoxazol-3-ylamino)-1-methyl-6-oxo-1,6-dihydropyridin-3-yl)nicotinaldehyde), [BH4-].[Na+] (NaBH4). Yields the product C(C)(C)(C)C=1C=C2C=NN(C(C2=C(C1)F)=O)C1=NC=CC(=C1CO)C1=CN(C(C(=C1)NC1=NOC(=C1)CC)=O)C (6-tert-butyl-2-[4-[5-[(5-ethylisoxazol-3-yl)amino]-1-methyl-6-oxo-3-pyridyl]-3-(hydroxymethyl)-2-pyridyl]-8-fluoro-phthalazin-1-one). The yield is 36.7%. Solvent: ClCCl (dichloromethane), CO (methanol). As a reaction SMILES: [C:1]([C:5]1[CH:6]=[C:7]2[C:12](=[C:13]([F:15])[CH:14]=1)[C:11](=[O:16])[N:10]([C:17]1[N:24]=[CH:23][CH:22]=[C:21]([C:25]3[CH:30]=[C:29]([NH:31][C:32]4[CH:36]=[C:35]([CH2:37][CH3:38])[O:34][N:33]=4)[C:28](=[O:39])[N:27]([CH3:40])[CH:26]=3)[C:18]=1[CH:19]=[O:20])[N:9]=[CH:8]2)([CH3:4])([CH3:3])[CH3:2].[BH4-].[Na+]>ClCCl.CO>[C:1]([C:5]1[CH:6]=[C:7]2[C:12](=[C:13]([F:15])[CH:14]=1)[C:11](=[O:16])[N:10]([C:17]1[C:18]([CH2:19][OH:20])=[C:21]([C:25]3[CH:30]=[C:29]([NH:31][C:32]4[CH:36]=[C:35]([CH2:37][CH3:38])[O:34][N:33]=4)[C:28](=[O:39])[N:27]([CH3:40])[CH:26]=3)[CH:22]=[CH:23][N:24]=1)[N:9]=[CH:8]2)([CH3:3])([CH3:2])[CH3:4] |f:1.2|. Reactants: C(CCCCCCC(=O)O)(=O)O (suberic acid), [OH-].[K+] (potassium hydroxide), NC1=CC=CC=C1 (aniline), [OH-].[K+] (potassium hydroxide). The solvent is O (water). Reaction conditions: temperature 175 celsius, time 20 minute. Yields the product C(CCCCCCC(=O)NC1=CC=CC=C1)(=O)O (Suberanilic Acid). RXN SMILES: [C:1]([OH:12])(=O)[CH2:2][CH2:3][CH2:4][CH2:5][CH2:6][CH2:7][C:8]([OH:10])=[O:9].[NH2:13][C:14]1[CH:19]=[CH:18][CH:17]=[CH:16][CH:15]=1.[OH-].[K+]>O>[C:8]([OH:10])(=[O:9])[CH2:7][CH2:6][CH2:5][CH2:4][CH2:3][CH2:2][C:1]([NH:13][C:14]1[CH:19]=[CH:18][CH:17]=[CH:16][CH:15]=1)=[O:12] |f:2.3|. Reported procedure: In a 22 L flask was placed 3,500 g (20.09 moles) of suberic acid, and the acid melted with heat. The temperature was raised to 175° C., and then 2,040 g (21.92 moles) of aniline was added. The temperature was raised to. 190° C. and held at that temperature for 20 minutes. The melt was poured into a Nalgene tank that contained 4,017 g of potassium hydroxide dissolved in 50 L of water. The mixture was stirred for 20 minutes following the addition of the melt. The reaction was repeated at the same ... The solvent is C1CCOC1 (THF), C1CCOC1 (THF), O (water). RXN SMILES: II.Br[CH2:4][CH2:5][CH2:6][C:7]1[CH:12]=[CH:11][C:10]([O:13][CH3:14])=[C:9]([O:15][CH3:16])[CH:8]=1.[CH3:17][O:18][C:19]1[CH:20]=[C:21]([CH:24]=[CH:25][C:26]=1[O:27][CH3:28])[CH:22]=[O:23].[NH4+].[Cl-]>C1COCC1.O>[CH3:17][O:18][C:19]1[CH:20]=[C:21]([CH:22]([OH:23])[CH2:4][CH2:5][CH2:6][C:7]2[CH:12]=[CH:11][C:10]([O:13][CH3:14])=[C:9]([O:15][CH3:16])[CH:8]=2)[CH:24]=[CH:25][C:26]=1[O:27][CH3:28] |f:3.4|. Product: COC=1C=C(C=CC1OC)C(CCCC1=CC(=C(C=C1)OC)OC)O (1,4-bis(3,4-Dimethoxyphenyl)butane-1-ol). Run at temperature 0 celsius. Procedure details: Under N2, Mg powder (21.15 g, 0.87 gram-atom) was added to a 5 1, 3-neck flask fitted with a mechanical stirrer, condenser, and septum inlet. The Mg was covered with dry THF (200 cc), stirring was begun and a trace of iodine was added followed by about 20 cc then dropwise addition of a solution of 1-bromo,3-(3,4-dimethoxyphenyl)propane (222 g, 0.857 mole) from which all traces of water had been removed in dry THF (1150 cc) at a rate to maintain gentle reflux over a period of 2.5 hours. The resul... Starting materials: [NH4+].[Cl-] (NH4Cl), Mg, COC=1C=C(C=O)C=CC1OC (3,4-dimethoxybenzaldehyde), Mg, II (iodine), BrCCCC1=CC(=C(C=C1)OC)OC (1-bromo,3-(3,4-dimethoxyphenyl)propane).